From a dataset of the Open Reaction Database (ORD), a public repository of structured organic reaction records. describe an organic reaction: reactants, conditions, products, and yield Starting materials: C(C1=CC=CC=C1)OC(=O)C1N(CCC1)CCC (1-n-propyl pyrrolidine-2-carboxylic acid benzyl ester). The reagents and catalysts are [Pd] (Pd on charcoal). Solvent: CO (methanol). Conditions: time 12 hour. Product: C(CC)N1[C@@H](CCC1)C(=O)O ((S)-1-propylpyrrolidine-2-carboxylic acid). Reaction SMILES: C([O:8][C:9]([CH:11]1[CH2:15][CH2:14][CH2:13][N:12]1[CH2:16][CH2:17][CH3:18])=[O:10])C1C=CC=CC=1>CO.[Pd]>[CH2:16]([N:12]1[CH2:13][CH2:14][CH2:15][C@H:11]1[C:9]([OH:10])=[O:8])[CH2:17][CH3:18]. Procedure details: A suspension of 1-n-propyl pyrrolidine-2-carboxylic acid benzyl ester (2.0 g, 8.09 mmol) and 10% Pd on charcoal in methanol (30 mL) was hydrogenated over 12 h. The reaction mixture was filtered through a pad of celite and the filtrate was concentrated (1 g, 77%). Starting materials: CS(=O)(=O)Cl, CCN(C(C)C)C(C)C, ClCCl, Cl, [Na+], O=C([O-])O, NC1CCC(CCN2CCC(c3cccc4c3OCO4)CC2)CC1. Yields the product CS(=O)(=O)NC1CCC(CCN2CCC(c3cccc4c3OCO4)CC2)CC1. RXN SMILES: [CH3:35][S:36]([Cl:37])(=[O:38])=[O:39].[CH:26]([N:27]([CH2:28][CH3:29])[CH:30]([CH3:31])[CH3:32])([CH3:33])[CH3:34].[Cl:45][CH2:46][Cl:47].[ClH:1].[Na+:44].[O-:40][C:41]([OH:42])=[O:43].[O:2]1[CH2:3][O:4][c:5]2[c:6]1[cH:7][cH:8][cH:9][c:10]2[CH:11]1[CH2:12][CH2:13][N:14]([CH2:17][CH2:18][CH:19]2[CH2:20][CH2:21][CH:22]([NH2:25])[CH2:23][CH2:24]2)[CH2:15][CH2:16]1>>[O:2]1[CH2:3][O:4][c:5]2[c:6]1[cH:7][cH:8][cH:9][c:10]2[CH:11]1[CH2:12][CH2:13][N:14]([CH2:17][CH2:18][CH:19]2[CH2:20][CH2:21][CH:22]([NH:25][S:36]([CH3:35])(=[O:38])=[O:39])[CH2:23][CH2:24]2)[CH2:15][CH2:16]1. Reactants: CCOC(C)=O, CCCCO, CCCCCC, CNCc1ccccc1, [Cu]I, Ic1ccccc1, [K+], [K+], [K+], OCCO, O=P([O-])([O-])[O-]. The product is CN(Cc1ccccc1)c1ccccc1. Reaction SMILES: [C:31]([O:32][CH2:33][CH3:34])(=[O:35])[CH3:36].[CH2:43]([OH:44])[CH2:45][CH2:46][CH3:47].[CH3:37][CH2:38][CH2:39][CH2:40][CH2:41][CH3:42].[CH3:9][NH:10][CH2:11][c:12]1[cH:13][cH:14][cH:15][cH:16][cH:17]1.[Cu:29][I:30].[I:18][c:19]1[cH:20][cH:21][cH:22][cH:23][cH:24]1.[K+:6].[K+:7].[K+:8].[OH:25][CH2:26][CH2:27][OH:28].[P:1]([O-:2])([O-:3])([O-:4])=[O:5]>>[CH3:9][N:10]([CH2:11][c:12]1[cH:13][cH:14][cH:15][cH:16][cH:17]1)[c:19]1[cH:20][cH:21][cH:22][cH:23][cH:24]1. The reactants are C(C)(C)(C)OC(=O)N(C(C1=C(C=CC(=C1)N1C(CCC1)=O)C(=O)N1CCN(CC1)C1=NC=C(C=C1C)C1CC1)=O)C(=O)OC(C)(C)C (N,N-di-tert-butyloxycarbonyl-2-[4-(5-cyclopropyl-3-methylpyridin-2-yl)piperazine-1-carbonyl]-5-(2-oxopyrrolidin-1-yl)benzamide), N1CCCC1 (pyrrolidine). Yields the product C1(CC1)C=1C=C(C(=NC1)N1CCN(CC1)C(=O)C1=C(C=C(C=C1)N1C(CCC1)=O)C(=O)N1CCCC1)C (1-[4-[4-(5-cyclopropyl-3-methylpyridin-2-yl)piperazine-1-carbonyl]-3-(pyrrolidine-1-carbonyl)phenyl]pyrrolidin-2-one). Reaction SMILES: C(O[C:6]([N:8]([C:41](OC(C)(C)C)=O)[C:9](=[O:40])[C:10]1[CH:15]=[C:14]([N:16]2[CH2:20][CH2:19][CH2:18][C:17]2=[O:21])[CH:13]=[CH:12][C:11]=1[C:22]([N:24]1[CH2:29][CH2:28][N:27]([C:30]2[C:35]([CH3:36])=[CH:34][C:33]([CH:37]3[CH2:39][CH2:38]3)=[CH:32][N:31]=2)[CH2:26][CH2:25]1)=[O:23])=O)(C)(C)C.N1CC[CH2:50][CH2:49]1>>[CH:37]1([C:33]2[CH:34]=[C:35]([CH3:36])[C:30]([N:27]3[CH2:28][CH2:29][N:24]([C:22]([C:11]4[CH:12]=[CH:13][C:14]([N:16]5[CH2:20][CH2:19][CH2:18][C:17]5=[O:21])=[CH:15][C:10]=4[C:9]([N:8]4[CH2:41][CH2:50][CH2:49][CH2:6]4)=[O:40])=[O:23])[CH2:25][CH2:26]3)=[N:31][CH:32]=2)[CH2:38][CH2:39]1. Procedure details: Using N,N-di-tert-butyloxycarbonyl-2-[4-(5-cyclopropyl-3-methylpyridin-2-yl)piperazine-1-carbonyl]-5-(2-oxopyrrolidin-1-yl)benzamide (70 mg) described in Example 814 and pyrrolidine (36 μL) and by the reaction and treatment in the same manner as in Example 770, the title compound (45 mg) was obtained. Starting materials: [H-] (hydride), C(C)(C)(C)OC(=O)N1CCC(CC1)=O (1-t-butoxycarbonyl-4-oxopiperidine), O=C1NCCNC1 (2-oxopiperazine), 3A, C(C)O.Cl (ethanol hydrochloric acid). Run in CO (methanol). Run at time 45 minute. The product is C(C)(C)(C)OC(=O)N1CCC(CC1)N1CC(NCC1)=O (4-(1-t-butoxycarbonylpiperidin-4-yl)-2-oxopiperazine). The yield is 34.1%. RXN SMILES: [C:1]([O:5][C:6]([N:8]1[CH2:13][CH2:12][C:11](=O)[CH2:10][CH2:9]1)=[O:7])([CH3:4])([CH3:3])[CH3:2].[O:15]=[C:16]1[CH2:21][NH:20][CH2:19][CH2:18][NH:17]1.C(O)C.Cl.[H-]>CO>[C:1]([O:5][C:6]([N:8]1[CH2:13][CH2:12][CH:11]([N:20]2[CH2:19][CH2:18][NH:17][C:16](=[O:15])[CH2:21]2)[CH2:10][CH2:9]1)=[O:7])([CH3:4])([CH3:3])[CH3:2] |f:2.3|. Reported procedure: A mixture of 1-t-butoxycarbonyl-4-oxopiperidine (2.985 g) and 2-oxopiperazine (1.5 g) was dissolved in methanol (25 ml), and molecular sieves 3A (2.5 g) and 1N ethanol-hydrochloric acid (2.5 ml) were then added, followed by stirring for 45 minutes. Cyanoboronsodium hydride (945 ml) was divided into three portions and they were then separately added to the solution under ice-cooling, followed by stirring 5 hours at room temperature. After insolubles were removed with sellaite, the filtrate was th... The reactants are C(C)OC(=O)C(CCN1C(=NC2=C1C=CC=C2C)COC2=CC=C(C=C2)Cl)C (1-[3-(ethoxycarbonyl)butyl]-2-[(4-chlorophenoxy)methyl]-4-methylbenzimidazole), CO (methanol), CN (methylamine). Reaction conditions: time 64 hour. The product is CNC(=O)C(CCN1C(=NC2=C1C=CC=C2C)COC2=CC=C(C=C2)Cl)C (1-[3-(N-methylcarbamoyl)butyl]-2-[(4-chlorophenoxy)methyl]-4-methylbenzimidazole). Reaction SMILES: C([O:3][C:4]([CH:6]([CH3:28])[CH2:7][CH2:8][N:9]1[C:13]2[CH:14]=[CH:15][CH:16]=[C:17]([CH3:18])[C:12]=2[N:11]=[C:10]1[CH2:19][O:20][C:21]1[CH:26]=[CH:25][C:24]([Cl:27])=[CH:23][CH:22]=1)=O)C.CO.[CH3:31][NH2:32]>>[CH3:31][NH:32][C:4]([CH:6]([CH3:28])[CH2:7][CH2:8][N:9]1[C:13]2[CH:14]=[CH:15][CH:16]=[C:17]([CH3:18])[C:12]=2[N:11]=[C:10]1[CH2:19][O:20][C:21]1[CH:26]=[CH:25][C:24]([Cl:27])=[CH:23][CH:22]=1)=[O:3]. Procedure: In methylamine (40% in water, 20 ml), 1-[3-(ethoxycarbonyl)butyl]-2-[(4-chlorophenoxy)methyl]-4-methylbenzimidazole (1.50 g, 3.7 mmol) was placed. To this mixture 10 ml of methanol were added, to enhance solubility. The resulting mixture was stirred at room temperature for about 64 hours, after which time the reaction mixture was concentrated in vacuo. The residue was taken up in 200 ml of methylene chloride. The organic fraction was washed once with 200 ml of water. The organic fraction was dri... Starting materials: CCOC=C(C(=O)OCC)C(=O)c1cc(F)c(F)cc1F, CC(C)(C)N, CCO. Product: CCOC(=O)C(=CNC(C)(C)C)C(=O)c1cc(F)c(F)cc1F. RXN SMILES: [CH2:6]([CH3:7])[O:8][C:9]([C:10]([C:11](=[O:12])[c:13]1[c:14]([F:21])[cH:15][c:16]([F:20])[c:17]([F:19])[cH:18]1)=[CH:22][O:23][CH2:24][CH3:25])=[O:26].[CH3:1][C:2]([CH3:3])([CH3:4])[NH2:5].[CH3:27][CH2:28][OH:29]>>[CH3:1][C:2]([CH3:3])([CH3:4])[NH:5][CH:22]=[C:10]([C:9]([O:8][CH2:6][CH3:7])=[O:26])[C:11](=[O:12])[c:13]1[c:14]([F:21])[cH:15][c:16]([F:20])[c:17]([F:19])[cH:18]1. Reactants: ClC=1C=C(C=CC1)C1=CC=C2N1CCN=C2C (6-(m-Chlorophenyl)-3,4-dihydro-1-methylpyrrolo[1,2-a]pyrazine), saturated solution, C(\C=C\C(=O)O)(=O)O (fumaric acid), [BH4-].[Na+] (sodium borohydride). The solvent is CO (methanol), O (water), C(C)O (ethanol). The product is C(\C=C\C(=O)O)(=O)O.ClC=1C=C(C=CC1)C1=CC=C2N1CCNC2C (6-(m-chlorophenyl)-1,2,3,4-tetrahydro-1 -methylpyrrolo[1,2-a]pyrazine fumarate). Isolated yield 57.0%. As a reaction SMILES: [Cl:1][C:2]1[CH:3]=[C:4]([C:8]2[N:12]3[CH2:13][CH2:14][N:15]=[C:16]([CH3:17])[C:11]3=[CH:10][CH:9]=2)[CH:5]=[CH:6][CH:7]=1.[BH4-].[Na+].[C:20]([OH:27])(=[O:26])/[CH:21]=[CH:22]/[C:23]([OH:25])=[O:24]>CO.O.C(O)C>[C:20]([OH:27])(=[O:26])/[CH:21]=[CH:22]/[C:23]([OH:25])=[O:24].[Cl:1][C:2]1[CH:3]=[C:4]([C:8]2[N:12]3[CH2:13][CH2:14][NH:15][CH:16]([CH3:17])[C:11]3=[CH:10][CH:9]=2)[CH:5]=[CH:6][CH:7]=1 |f:1.2,7.8|. Reported procedure: 6-(m-Chlorophenyl)-3,4-dihydro-1-methylpyrrolo[1,2-a]pyrazine (2.0 g) was dissolved in a mixture of 100 ml of methanol and 10 ml of water under argon. The solution was treated portionwise with 0.9 g of sodium borohydride while stirring and stirred at room temperature overnight. Thereafter, the methanol was removed in a vacuum, the residue was taken up in 150 ml of methylene chloride and washed with 50 ml of 10% ammonia solution. The phases were separated and the aqueous phase was extracted twice...